This data is from the Open Reaction Database (ORD), a public repository of structured organic reaction records. The task is: describe an organic reaction: reactants, conditions, products, and yield The reactants are O=C([O-])[O-], COC(=O)c1ccc(O)c(OC)c1, CN(C)C=O, CC(=O)c1ccccc1F, [K+], [K+], O. Yields the product COC(=O)c1ccc(Oc2ccccc2C(C)=O)c(OC)c1. Reaction SMILES: [C:24](=[O:25])([O-:26])[O-:27].[CH3:11][O:12][C:13](=[O:14])[c:15]1[cH:16][cH:17][c:18]([OH:19])[c:20]([O:21][CH3:22])[cH:23]1.[CH3:31][N:32]([CH3:33])[CH:34]=[O:35].[F:1][c:2]1[c:3]([C:8]([CH3:9])=[O:10])[cH:4][cH:5][cH:6][cH:7]1.[K+:28].[K+:29].[OH2:30]>>[c:2]1([O:19][c:18]2[cH:17][cH:16][c:15]([C:13]([O:12][CH3:11])=[O:14])[cH:23][c:20]2[O:21][CH3:22])[c:3]([C:8]([CH3:9])=[O:10])[cH:4][cH:5][cH:6][cH:7]1. The reactants are CCO, N#Cc1cccc(C=O)c1, Cl. Yields the product CCOC(=N)c1cccc(C=O)c1, Cl. RXN SMILES: [CH3:1][CH2:2][OH:3].[CH:4](=[O:5])[c:6]1[cH:7][c:8]([C:9]#[N:10])[cH:11][cH:12][cH:13]1.[ClH:14]>>[CH3:1][CH2:2][O:3][C:9]([c:8]1[cH:7][c:6]([CH:4]=[O:5])[cH:13][cH:12][cH:11]1)=[NH:10].[ClH:14]. Reactants: O=S(=O)(OS(=O)(=O)C(F)(F)F)C(F)(F)F, CC(C)(C)OC(=O)N1CCOc2c(O)cccc2C1, c1ccncc1. Product: CC(C)(C)OC(=O)N1CCOc2c(cccc2OS(=O)(=O)C(F)(F)F)C1. Reaction SMILES: [F:1][C:2]([F:3])([F:4])[S:5](=[O:6])(=[O:7])[O:8][S:9]([C:10]([F:11])([F:12])[F:13])(=[O:14])=[O:15].[OH:16][c:17]1[cH:18][cH:19][cH:20][c:21]2[c:27]1[O:26][CH2:25][CH2:24][N:23]([C:28](=[O:29])[O:30][C:31]([CH3:32])([CH3:33])[CH3:34])[CH2:22]2.[cH:35]1[cH:36][cH:37][n:38][cH:39][cH:40]1>>[F:1][C:2]([F:3])([F:4])[S:5](=[O:6])(=[O:7])[O:8][c:17]1[cH:18][cH:19][cH:20][c:21]2[c:27]1[O:26][CH2:25][CH2:24][N:23]([C:28](=[O:29])[O:30][C:31]([CH3:32])([CH3:33])[CH3:34])[CH2:22]2.